The task is: describe an organic reaction: reactants, conditions, products, and yield. This data is from the Open Reaction Database (ORD), a public repository of structured organic reaction records. Reactants: C(=O)([O-])[O-].[K+].[K+] (K2CO3), C(O[C@@](C(F)(F)F)(C#CC1CC1)C1=C(C=CC(=C1)Cl)NC(=O)[C@]12OC([C@](CC1)(C2(C)C)C)=O)(OC(C)Cl)=O ((S)-2-(5-chloro-2-((1S,4R)-4,7,7-trimethyl-3-oxo-2-oxabicyclo[2.2.1]heptane-1-carboxamido) phenyl)-4-cyclopropyl-1,1,1-trifluorobut-3-yn-2-yl 1-chloroethyl carbonate), C(C)(C)(C)OC (Methyl t-butyl ether), O (water). Run in CN(C=O)C (N,N-dimethylformamide). Reaction conditions: time 8 hour. Yields the product ClC=1C=CC2=C([C@](OC(N2)=O)(C(F)(F)F)C#CC2CC2)C1 ((S)-6-chloro-4-(cyclopropylethynyl)-4-(trifluoromethyl)-1,4-dihydro-2H-3,1-benzoxazin-2-one). Reaction SMILES: C([O-])([O-])=O.[K+].[K+].C(=O)(OC(Cl)C)[O:8][C@:9]([C:19]1[CH:24]=[C:23]([Cl:25])[CH:22]=[CH:21][C:20]=1[NH:26][C:27]([C@@]12C(C)(C)[C@@](C)(CC1)C(=O)O2)=[O:28])([C:14]#[C:15][CH:16]1[CH2:18][CH2:17]1)[C:10]([F:13])([F:12])[F:11].C(OC)(C)(C)C.O>CN(C)C=O>[Cl:25][C:23]1[CH:22]=[CH:21][C:20]2[NH:26][C:27](=[O:28])[O:8][C@:9]([C:14]#[C:15][CH:16]3[CH2:18][CH2:17]3)([C:10]([F:13])([F:12])[F:11])[C:19]=2[CH:24]=1 |f:0.1.2|. Procedure details: K2CO3 (13.3 g, 95.8 mmol) powder was added to a solution of (S)-2-(5-chloro-2-((1S,4R)-4,7,7-trimethyl-3-oxo-2-oxabicyclo[2.2.1]heptane-1-carboxamido) phenyl)-4-cyclopropyl-1,1,1-trifluorobut-3-yn-2-yl 1-chloroethyl carbonate (7, R1 is 4,7,7-trimethyl-3-oxo-2-oxabicyclo[2.2.1]heptyl, R3 is 1-chloroethyl, 36.8 g, 63.9 mmol) in N,N-dimethylformamide (150 mL). The reaction mixture was stirred at room temperature overnight. Methyl t-butyl ether (300 mL) and water (300 mL) were added to the mixture, ... Reactants: compound, BrBr (bromine), BrC(CC(=O)N1[C@H](C(=O)O)CCC1)C(=O)C=1N(C=CC1)C (1-[3-bromo-(1-methyl-2-pyrrolylcarbonyl)propionyl]-L-proline), C(C1=CC=CC=C1)(=S)[O-].[Na+] (sodium thiobenzoate). The solvent is C(C)(=O)O (acetic acid). Product: C(C1=CC=CC=C1)(=O)SC(CC(=O)N1[C@H](C(=O)O)CCC1)C(=O)C=1N(C=CC1)C (1-[3-(Benzoylthio)-3-(1-methyl-2-pyrrolylcarbonyl)propionyl]-L-proline). RXN SMILES: BrBr.Br[CH:4]([C:16]([C:18]1[N:19]([CH3:23])[CH:20]=[CH:21][CH:22]=1)=[O:17])[CH2:5][C:6]([N:8]1[CH2:15][CH2:14][CH2:13][C@H:9]1[C:10]([OH:12])=[O:11])=[O:7].[C:24]([O-:32])(=[S:31])[C:25]1[CH:30]=[CH:29][CH:28]=[CH:27][CH:26]=1.[Na+]>C(O)(=O)C>[C:24]([S:31][CH:4]([C:16]([C:18]1[N:19]([CH3:23])[CH:20]=[CH:21][CH:22]=1)=[O:17])[CH2:5][C:6]([N:8]1[CH2:15][CH2:14][CH2:13][C@H:9]1[C:10]([OH:12])=[O:11])=[O:7])(=[O:32])[C:25]1[CH:30]=[CH:29][CH:28]=[CH:27][CH:26]=1 |f:2.3|. Reported procedure: As for Example 1, the preceding compound is coupled to L-proline to give 1-[3-(1-methyl-2-pyrrolylcarbonyl)propionyl]-L-proline. The preceding compound (0.01 mole) is brominated with bromine (0.011 mole) in acetic acid and the resulting 1-[3-bromo-(1-methyl-2-pyrrolylcarbonyl)propionyl]-L-proline (0.01 mole) is reacted with sodium thiobenzoate as for Example 21 to give the product of the Example as a glass. RXN SMILES: [CH2:1]([O:4][C:5]1[CH:10]=[C:9]([Cl:11])[C:8]([CH2:12][C:13]2[CH:18]=[CH:17][C:16]([O:19][CH2:20][CH3:21])=[CH:15][CH:14]=2)=[CH:7][C:6]=1[C:22]1(OC)[C@H:27]([OH:28])[C@@H:26]([OH:29])[C@H:25]([OH:30])[C@@H:24]([CH2:31][OH:32])[O:23]1)[CH:2]=[CH2:3].C([SiH](CC)CC)C.B(F)(F)F.CCOCC.C([O-])(O)=O.[Na+]>C(Cl)Cl.CC#N>[CH2:1]([O:4][C:5]1[CH:10]=[C:9]([Cl:11])[C:8]([CH2:12][C:13]2[CH:18]=[CH:17][C:16]([O:19][CH2:20][CH3:21])=[CH:15][CH:14]=2)=[CH:7][C:6]=1[CH:22]1[C@H:27]([OH:28])[C@@H:26]([OH:29])[C@H:25]([OH:30])[C@@H:24]([CH2:31][OH:32])[O:23]1)[CH:2]=[CH2:3] |f:2.3,4.5,6.7|. Product: C(C=C)OC1=C(C=C(C(=C1)Cl)CC1=CC=C(C=C1)OCC)C1O[C@@H]([C@H]([C@@H]([C@H]1O)O)O)CO ((3R,4R,5S,6R)-2-(2-(Allyloxy)-4-chloro-5-(4-ethoxybenzyl)phenyl)-6-(hydroxymethyl)tetrahydro-2H-pyran-3,4,5-triol). The solvent is C(Cl)Cl.CC#N (CH2Cl2 CH3CN). The reactants are C(C=C)OC1=C(C=C(C(=C1)Cl)CC1=CC=C(C=C1)OCC)C1(O[C@@H]([C@H]([C@@H]([C@H]1O)O)O)CO)OC ((3R,4S,5S,6R)-2-(2-(Allyloxy)-4-chloro-5-(4-ethoxybenzyl)phenyl)-6-(hydroxymethyl)-2-methoxytetrahydro-2H-pyran-3,4,5-triol), C(C)[SiH](CC)CC (triethylsilane), B(F)(F)F.CCOCC (boron trifluoride diethyl etherate), C(=O)(O)[O-].[Na+] (NaHCO3). Reaction conditions: temperature 0 celsius. Procedure details: To a solution of crude compound 23 (7.14 g 14.4 mmol) in CH2Cl2/CH3CN (75 mL/75 mL) were added triethylsilane (4.6 mL, 28.9 mmol) and boron trifluoride diethyl etherate (3.6 mL, 28.9 mmol) at −55° C. The mixture was allowed to slowly warm to 0° C. To a mixture was added aq. saturated NaHCO3 solution (75 mL) to quench the reaction and the mixture was evaporated in vacuo to remove CH2Cl2 and CH3CN. The mixture was extracted with EtOAc (100 mL×2). The combined organic layer was dried over MgSO4, fi... Starting materials: IC=1OC(=C(N1)C(=O)OCC)C1=CC=C(C=C1)OC (ethyl 2-iodo-5-(4-methoxyphenyl)oxazole-4-carboxylate), S1C(=CC=C1)B(O)O (2-thiophenyl boronic acid), C([O-])([O-])=O.[Na+].[Na+] (sodium carbonate). Reagents/catalysts: C1=CC=C(C=C1)P([C-]2C=CC=C2)C3=CC=CC=C3.C1=CC=C(C=C1)P([C-]2C=CC=C2)C3=CC=CC=C3.Cl[Pd]Cl.[Fe+2] (Pd(dppf)2Cl2). Run in C(C)#N (acetonitrile), C(C)#N (acetonitrile). Conditions: temperature 150 celsius. Yields the product COC1=CC=C(C=C1)C1=C(N=C(O1)C=1SC=CC1)C(=O)OCC (ethyl 5-(4-methoxyphenyl)-2-(thiophen-2-yl)oxazole-4-carboxylate). Reaction SMILES: I[C:2]1[O:3][C:4]([C:12]2[CH:17]=[CH:16][C:15]([O:18][CH3:19])=[CH:14][CH:13]=2)=[C:5]([C:7]([O:9][CH2:10][CH3:11])=[O:8])[N:6]=1.[S:20]1[CH:24]=[CH:23][CH:22]=[C:21]1B(O)O.C(=O)([O-])[O-].[Na+].[Na+]>C(#N)C.C1C=CC(P(C2C=CC=CC=2)[C-]2C=CC=C2)=CC=1.C1C=CC(P(C2C=CC=CC=2)[C-]2C=CC=C2)=CC=1.Cl[Pd]Cl.[Fe+2]>[CH3:19][O:18][C:15]1[CH:16]=[CH:17][C:12]([C:4]2[O:3][C:2]([C:21]3[S:20][CH:24]=[CH:23][CH:22]=3)=[N:6][C:5]=2[C:7]([O:9][CH2:10][CH3:11])=[O:8])=[CH:13][CH:14]=1 |f:2.3.4,6.7.8.9|. Procedure details: To a mixture of ethyl 2-iodo-5-(4-methoxyphenyl)oxazole-4-carboxylate (0.100 g, 0.27 mmol) and 2-thiophenyl boronic acid (0.069 g, 0.54 mmol) in acetonitrile (2 mL) was added a solution of Pd(dppf)2Cl2 (0.010 g, 0.012 mmol) in acetonitrile (0.2 mL) followed by 1M aqueous sodium carbonate solution (0.535 mL, 0.54 mmol). The resulting reaction mixture was heated at 150° C. in the microwave for 15 minutes and the solvent was then removed in vacuo. The residue was purified by silica gel column chrom... The reactants are P(=O)([O-])([O-])[O-].[K+].[K+].[K+] (tripotassium phosphate), C(C1=CC=CC=C1)N1N(C2=C(C=NC(=C2)Cl)C1=O)C(=O)OCC (Ethyl 2-benzyl-6-chloro-3-oxo-2,3-dihydro-1H-pyrazolo[4,3-c]pyridine-1-carboxylate), CC(C)(C)P(C1=CC=NN1C2=C(N(N=C2C3=CC=CC=C3)C4=CC=CC=C4)C5=CC=CC=C5)C(C)(C)C (bippyphos), C(C1=CC=CC=C1)N1N(C2=C(C=NC(=C2)Cl)C1=O)C(=O)OCC (Ethyl 2-benzyl-6-chloro-3-oxo-2,3-dihydro-1H-pyrazolo[4,3-c]pyridine-1-carboxylate), C1(=CC=CC=C1)[C@@H](C)NC(=O)N ((R)-1-(1-phenylethyl)urea). The reagents and catalysts are C=1C=CC(=CC1)/C=C/C(=O)/C=C/C2=CC=CC=C2.C=1C=CC(=CC1)/C=C/C(=O)/C=C/C2=CC=CC=C2.C=1C=CC(=CC1)/C=C/C(=O)/C=C/C2=CC=CC=C2.[Pd].[Pd] (Pd2(dba)3). Solvent: COCCOC (DME). Conditions: temperature 85 celsius, time 2 hour. The product is C(C1=CC=CC=C1)N1N(C2=C(C=NC(=C2)NC(=O)N[C@H](C)C2=CC=CC=C2)C1=O)C(=O)OCC ((R)-ethyl 2-benzyl-3-oxo-6-(3-(1-phenylethyl)ureido)-2,3-dihydro-1H-pyrazolo[4,3-c]pyridine-1-carboxylate). As a reaction SMILES: [CH2:1]([N:8]1[C:17](=[O:18])[C:11]2[CH:12]=[N:13][C:14](Cl)=[CH:15][C:10]=2[N:9]1[C:19]([O:21][CH2:22][CH3:23])=[O:20])[C:2]1[CH:7]=[CH:6][CH:5]=[CH:4][CH:3]=1.[C:24]1([C@H:30]([NH:32][C:33]([NH2:35])=[O:34])[CH3:31])[CH:29]=[CH:28][CH:27]=[CH:26][CH:25]=1.CC(P(C(C)(C)C)C1N(C2C(C3C=CC=CC=3)=NN(C3C=CC=CC=3)C=2C2C=CC=CC=2)N=CC=1)(C)C.P([O-])([O-])([O-])=O.[K+].[K+].[K+]>COCCOC.C1C=CC(/C=C/C(/C=C/C2C=CC=CC=2)=O)=CC=1.C1C=CC(/C=C/C(/C=C/C2C=CC=CC=2)=O)=CC=1.C1C=CC(/C=C/C(/C=C/C2C=CC=CC=2)=O)=CC=1.[Pd].[Pd]>[CH2:1]([N:8]1[C:17](=[O:18])[C:11]2[CH:12]=[N:13][C:14]([NH:35][C:33]([NH:32][C@@H:30]([C:24]3[CH:29]=[CH:28][CH:27]=[CH:26][CH:25]=3)[CH3:31])=[O:34])=[CH:15][C:10]=2[N:9]1[C:19]([O:21][CH2:22][CH3:23])=[O:20])[C:2]1[CH:7]=[CH:6][CH:5]=[CH:4][CH:3]=1 |f:3.4.5.6,8.9.10.11.12|. Procedure: Ethyl 2-benzyl-6-chloro-3-oxo-2,3-dihydro-1H-pyrazolo[4,3-c]pyridine-1-carboxylate (Intermediate 12B; 71 mg, 0.214 mmol), (R)-1-(1-phenylethyl)urea (45 mg, 0.274 mmol), bippyphos (13.2 mg, 0.026 mmol), Pd2(dba)3 (5.4 mg, 5.90 μmol), and tripotassium phosphate (74 mg, 0.349 mmol) were taken up in DME (2 mL) in a 5 mL microwave vial. The vial was evacuated and back-filled with N2 (×3) and the reaction stirred at 85° C. for 2 h. Room temperature was attained and the reaction mixture filtered throug... Starting materials: C(/C1=CC=CC=C1)=C\1/N=C(NC1=O)C1=C(C=CC(=C1)F)F ((Z)-4-benzylidene-2-(2,5-difluorophenyl)-1H-imidazol-5(4H)-one), ClC1=C(C=CC=C1)/C=C/C=O ((E)-3-(2-chlorophenyl)acrylaldehyde). Product: ClC1=C(CC2C(C3=C(NC(=N3)C3=C(C=CC(=C3)F)F)OC2=O)C2=CC=CC=C2)C=CC=C1 (6-(2-chlorobenzyl)-2-(2,5-difluorophenyl)-7-phenyl-6,7-dihydropyrano[2,3-d]imidazol-5(3H)-one). The yield is 48.0%. RXN SMILES: [CH:1](=[C:8]1/[N:9]=[C:10]([C:14]2[CH:19]=[C:18]([F:20])[CH:17]=[CH:16][C:15]=2[F:21])[NH:11][C:12]/1=[O:13])/[C:2]1[CH:7]=[CH:6][CH:5]=[CH:4][CH:3]=1.[Cl:22][C:23]1[CH:28]=[CH:27][CH:26]=[CH:25][C:24]=1/[CH:29]=[CH:30]/[CH:31]=[O:32]>>[Cl:22][C:23]1[CH:28]=[CH:27][CH:26]=[CH:25][C:24]=1[CH2:29][CH:30]1[C:31](=[O:32])[O:13][C:12]2[NH:11][C:10]([C:14]3[CH:19]=[C:18]([F:20])[CH:17]=[CH:16][C:15]=3[F:21])=[N:9][C:8]=2[CH:1]1[C:2]1[CH:3]=[CH:4][CH:5]=[CH:6][CH:7]=1. Procedure: Prepared according to the general procedure using (Z)-4-benzylidene-2-(2,5-difluorophenyl)-1H-imidazol-5(4H)-one and (E)-3-(2-chlorophenyl)acrylaldehyde. The unpurified residue was purified by flash chromatography using 15% EtOAc/hexanes to afford 14 as a white solid (65 mg, 48%). Analytical data for 14: 1H NMR (500 MHz, CDCl3) δ 9.40 (d, J=8.0 Hz, 1H), 7.88 (ddd, J=9.2, 6.1, 3.2 Hz, 1H), 7.39-7.32 (m, 3H), 7.28-7.22 (m, 2H), 7.10-7.03 (m, 2H), 7.01-6.94 (m, 4H), 4.09 (d, J=6.9 Hz, 1H), 3.58 (dd... The reactants are COC(OC)OC, ClCCl, O=Cc1cc(-c2ncc(C(F)(F)F)cc2Cl)ccc1Cl. The product is COC(OC)c1cc(-c2ncc(C(F)(F)F)cc2Cl)ccc1Cl. As a reaction SMILES: [CH:1]([O:2][CH3:3])([O:4][CH3:5])[O:6][CH3:7].[Cl:28][CH2:29][Cl:30].[Cl:8][c:9]1[c:10](-[c:19]2[cH:20][c:21]([CH:26]=[O:27])[c:22]([Cl:25])[cH:23][cH:24]2)[n:11][cH:12][c:13]([C:15]([F:16])([F:17])[F:18])[cH:14]1>>[CH:1]([O:2][CH3:3])([O:4][CH3:5])[c:21]1[cH:20][c:19](-[c:10]2[c:9]([Cl:8])[cH:14][c:13]([C:15]([F:16])([F:17])[F:18])[cH:12][n:11]2)[cH:24][cH:23][c:22]1[Cl:25]. The reactants are C(C1=CC=CC=C1)N=C(C)C1=CC=CC=C1 (N-benzyl-(1-phenylethylidene)-amine), tristriphenylphosphine rhodium (I) chloride, CC(C=C)(C)C (3,3-dimethyl-1-butene), Cl (HCl), C1CCOC1 (THF). The solvent is C1(=CC=CC=C1)C (toluene). Reaction conditions: temperature 150 celsius. The product is CC(CCC1=C(C=CC=C1)C(C)=O)(C)C (2-(3,3-dimethylbutyl)phenyl-1-ethanone). The yield is 97.0%. Reaction SMILES: C(N=[C:9]([C:11]1[CH:16]=[CH:15][CH:14]=[CH:13][CH:12]=1)[CH3:10])C1C=CC=CC=1.[CH3:17][C:18]([CH3:22])([CH3:21])[CH:19]=[CH2:20].Cl.C1C[O:27]CC1>C1(C)C=CC=CC=1>[CH3:17][C:18]([CH3:22])([CH3:21])[CH2:19][CH2:20][C:16]1[CH:15]=[CH:14][CH:13]=[CH:12][C:11]=1[C:9](=[O:27])[CH3:10]. Procedure: In a 500 ml pressure reactor, N-benzyl-(1-phenylethylidene)-amine 68 mg (0.32 mmol), tristriphenylphosphine rhodium (I) chloride 6 mg (0.0065 mmol), 3,3-dimethyl-1-butene 27 mg (0.32 mmol) were placed and dissolved in toluene 100 mg. While the reactor was stopped with a stopper, the reactants were heated at 150° C. for 2 hours with stirring. After completion of the reaction, the reactant mixture was dissolved in THF 3 ml and then combined with 1 N HCl soln. 10 ml, followed by hydrolysis with sti... The reactants are CN(C1CCOCC1)CC1=CC=C(N)C=C1 (4-[[N-methyl-N-(tetrahydropyran-4-yl)amino]methyl]aniline), C(CCC)OCCOC1=CC=C(C=C1)C=1C=CC2=C(C=C(CCCO2)C(=O)O)C1 (8-[4-(2-butoxyethoxy)phenyl]-3,4-dihydro-2H-1-benzoxocin-5-carboxylic acid), CN(C)C=O (DMF), S(=O)(Cl)Cl (thionylchloride). The solvent is O1CCCC1 (tetrahydrofuran), C(C)N(CC)CC (triethylamine), C1CCOC1 (THF), O (Water). Reaction conditions: time 30 minute. The product is C(CCC)OCCOC1=CC=C(C=C1)C=1C=CC2=C(C=C(CCCO2)C(=O)NC2=CC=C(C=C2)CN(C2CCOCC2)C)C1 (8-[4-(2-butoxyethoxy)phenyl]-N-[4-[[N-methyl-N-(tetrahydropyran-4-yl)amino]methyl]phenyl]-3,4-dihydro-2H-1-benzoxocin-5-carboxamide). Yield: 54.6%. As a reaction SMILES: [CH2:1]([O:5][CH2:6][CH2:7][O:8][C:9]1[CH:14]=[CH:13][C:12]([C:15]2[CH:16]=[CH:17][C:18]3[O:25][CH2:24][CH2:23][CH2:22][C:21]([C:26](O)=[O:27])=[CH:20][C:19]=3[CH:29]=2)=[CH:11][CH:10]=1)[CH2:2][CH2:3][CH3:4].CN(C=O)C.S(Cl)(Cl)=O.[CH3:39][N:40]([CH2:47][C:48]1[CH:54]=[CH:53][C:51]([NH2:52])=[CH:50][CH:49]=1)[CH:41]1[CH2:46][CH2:45][O:44][CH2:43][CH2:42]1>C1COCC1.O.C(N(CC)CC)C>[CH2:1]([O:5][CH2:6][CH2:7][O:8][C:9]1[CH:10]=[CH:11][C:12]([C:15]2[CH:16]=[CH:17][C:18]3[O:25][CH2:24][CH2:23][CH2:22][C:21]([C:26]([NH:52][C:51]4[CH:50]=[CH:49][C:48]([CH2:47][N:40]([CH3:39])[CH:41]5[CH2:46][CH2:45][O:44][CH2:43][CH2:42]5)=[CH:54][CH:53]=4)=[O:27])=[CH:20][C:19]=3[CH:29]=2)=[CH:13][CH:14]=1)[CH2:2][CH2:3][CH3:4]. Reported procedure: To a solution of 8-[4-(2-butoxyethoxy)phenyl]-3,4-dihydro-2H-1-benzoxocin-5-carboxylic acid (80 mg) in THF (10 ml) were added a drop of DMF and then thionylchloride (0.02 ml) at 0° C. After stirring at room temperature for 30 minutes under a nitrogen atmosphere, the mixture was added to a solution of 4-[[N-methyl-N-(tetrahydropyran-4-yl)amino]methyl]aniline (57 mg) and triethylamine (526 mg) in tetrahydrofuran (20 ml) at 0° C. The mixture was stirred at room temperature for 1.5 hours under a nit... Reactants: Fc1cnc(Cl)nc1, [Na+], [Na+], O=C([O-])[O-], O, OC1CC2CNCCN2C1. Product: OC1CC2CN(c3ncc(F)cn3)CCN2C1. Reaction SMILES: [Cl:11][c:12]1[n:13][cH:14][c:15]([F:18])[cH:16][n:17]1.[Na+:19].[Na+:20].[O-:21][C:22](=[O:23])[O-:24].[OH2:25].[OH:1][CH:2]1[CH2:3][CH:4]2[N:5]([CH2:6][CH2:7][NH:8][CH2:9]2)[CH2:10]1>>[OH:1][CH:2]1[CH2:3][CH:4]2[N:5]([CH2:6][CH2:7][N:8]([c:12]3[n:13][cH:14][c:15]([F:18])[cH:16][n:17]3)[CH2:9]2)[CH2:10]1.